Task: describe an organic reaction: reactants, conditions, products, and yield. Dataset: the Open Reaction Database (ORD), a public repository of structured organic reaction records The reactants are BrC1=C(C=C(C(=O)O)C=C1)C (4-bromo-3-methylbenzoic acid), C1(=CC=CC=C1)B(O)O (benzeneboronic acid), solid. Yields the product CC1=C(C=CC(=C1)C(=O)O)C1=CC=CC=C1 (2-Methylbiphenyl-4-carboxylic acid). RXN SMILES: Br[C:2]1[CH:10]=[CH:9][C:5]([C:6]([OH:8])=[O:7])=[CH:4][C:3]=1[CH3:11].[C:12]1(B(O)O)[CH:17]=[CH:16][CH:15]=[CH:14][CH:13]=1>>[CH3:11][C:3]1[CH:4]=[C:5]([C:6]([OH:8])=[O:7])[CH:9]=[CH:10][C:2]=1[C:12]1[CH:17]=[CH:16][CH:15]=[CH:14][CH:13]=1. Reported procedure: The title compound was prepared from 4-bromo-3-methylbenzoic acid and benzeneboronic acid using a similar procedure to Description 15, as a pale yellow solid (89%). The reactants are Cl (hydrogen chloride), C1(=CC=CC=C1)C=1N=C(SC1)N1CCN(CC1)C(=O)OC(C)(C)C (tert-Butyl 4-(4-phenyl-1,3-thiazol-2-yl)piperazine-1-carboxylate), C(C)OCC (Diethyl ether). Run in C(C)(=O)OCC (ethyl acetate), C(C)(=O)OCC (ethyl acetate). Conditions: time 1 hour. Product: C1(=CC=CC=C1)C=1N=C(SC1)N1CCNCC1 (1-(4-Phenyl-1,3-thiazol-2-yl)piperazine). Isolated yield 80.7%. As a reaction SMILES: [C:1]1([C:7]2[N:8]=[C:9]([N:12]3[CH2:17][CH2:16][N:15](C(OC(C)(C)C)=O)[CH2:14][CH2:13]3)[S:10][CH:11]=2)[CH:6]=[CH:5][CH:4]=[CH:3][CH:2]=1.Cl.C(OCC)C>C(OCC)(=O)C>[C:1]1([C:7]2[N:8]=[C:9]([N:12]3[CH2:17][CH2:16][NH:15][CH2:14][CH2:13]3)[S:10][CH:11]=2)[CH:2]=[CH:3][CH:4]=[CH:5][CH:6]=1. Procedure details: tert-Butyl 4-(4-phenyl-1,3-thiazol-2-yl)piperazine-1-carboxylate (691 mg, 2.00 mmol) was dissolved in ethyl acetate (50 ml), and a solution of 4 N hydrogen chloride in ethyl acetate (11 ml) was added thereto, followed by stirring at room temperature for 1 hour and half. Diethyl ether (20 ml) was poured to the reaction mixture, and a solid was separated by filtration, which was dissolved in an aqueous 1 N sodium hydroxide solution (7 ml). Water was poured to the reaction mixture, and the resultin...